This data is from the Open Reaction Database (ORD), a public repository of structured organic reaction records. The task is: describe an organic reaction: reactants, conditions, products, and yield The reactants are ClC1=NC=CC(=N1)C=1C=C(C=O)C=CC1 (3-(2-Chloro-pyrimidin-4-yl)-benzaldehyde), C(C)(C)(C)OC(=O)N1C(CCCC1)CCN (2-(2-Amino-ethyl)-piperidine-1-carboxylic acid tert-butyl ester), 431. Yields the product C(C)(C)(C)OC(=O)N1C(CCCC1)CCNCC1=CC(=CC=C1)C1=NC(=NC=C1)Cl (2-{2-[3-(2-Chloro-pyrimidin-4-yl)-benzylamino]-ethyl}-piperidine-1-carboxylic acid tert-butyl ester). RXN SMILES: [Cl:1][C:2]1[N:7]=[C:6]([C:8]2[CH:9]=[C:10]([CH:13]=[CH:14][CH:15]=2)[CH:11]=O)[CH:5]=[CH:4][N:3]=1.[C:16]([O:20][C:21]([N:23]1[CH2:28][CH2:27][CH2:26][CH2:25][CH:24]1[CH2:29][CH2:30][NH2:31])=[O:22])([CH3:19])([CH3:18])[CH3:17]>>[C:16]([O:20][C:21]([N:23]1[CH2:28][CH2:27][CH2:26][CH2:25][CH:24]1[CH2:29][CH2:30][NH:31][CH2:11][C:10]1[CH:13]=[CH:14][CH:15]=[C:8]([C:6]2[CH:5]=[CH:4][N:3]=[C:2]([Cl:1])[N:7]=2)[CH:9]=1)=[O:22])([CH3:19])([CH3:18])[CH3:17]. Procedure: Intermediate 1 was coupled with 2-(2-Amino-ethyl)-piperidine-1-carboxylic acid tert-butyl ester following procedure B. LC-MS showed the product had the expected M+H+ of 431. The reactants are FC1=C(C=CC(=C1)C(C(=O)O)C)C1=CC=CC=C1 (2-(2-fluoro-4-biphenylyl)-propionic acid), sulfonic acid, C(C)O (ethanol). Reaction conditions: temperature 50 celsius, time 5 hour. Product: C(C)OC(C(C)C1=CC(=C(C=C1)C1=CC=CC=C1)F)=O (ethyl-2-(2-fluoro-4-biphenylyl)propionate). RXN SMILES: [F:1][C:2]1[CH:7]=[C:6]([CH:8]([CH3:12])[C:9]([OH:11])=[O:10])[CH:5]=[CH:4][C:3]=1[C:13]1[CH:18]=[CH:17][CH:16]=[CH:15][CH:14]=1.[CH2:19](O)[CH3:20]>>[CH2:19]([O:10][C:9](=[O:11])[CH:8]([C:6]1[CH:5]=[CH:4][C:3]([C:13]2[CH:14]=[CH:15][CH:16]=[CH:17][CH:18]=2)=[C:2]([F:1])[CH:7]=1)[CH3:12])[CH3:20]. Procedure: To 2-(2-fluoro-4-biphenylyl)-propionic acid (30.0 g, 0.123 mol) in ethanol (300 ml) was added conc. sulfonic acid (3.0 g). After the addition, the mixture was stirring at 50° C. for 5 h, then concentrated and extracted with benzene. The benzene extracts were washed with aqueous sodium hydrogen carbonate solution then with water, and dried over. The extracts were evaporated under reduced pressure to afford ethyl-2-(2-fluoro-4-biphenylyl)propionate (33.6 g, 0.123 mol) as oily residue. The reactants are [Si](C)(C)(C(C)(C)C)O[C@@H]1C([C@@H]2CCC=3C4=CC[C@H]([C@@H](CCCO)C)[C@]4(CCC3[C@]2(CC1)C)C)(C)C (3β-tert-Butyldimethylsilyloxy-4,4-dimethyl-5α-chola-8,14-dien-24-ol), C(C)(=O)OC(C)=O (acetic anhydride). The solvent is N1=CC=CC=C1 (pyridine). Yields the product CC1([C@@H]2CCC=3C4=CC[C@H]([C@@H](CCCOC(C)=O)C)[C@]4(CCC3[C@]2(CC[C@@H]1O)C)C)C (4,4-Dimethyl-24-acetoxy-5α-chola-8,14-dien-3β-ol). RXN SMILES: [Si]([O:8][C@H:9]1[CH2:31][CH2:30][C@@:29]2([CH3:32])[C@@H:11]([CH2:12][CH2:13][C:14]3[C:15]4[C@:25]([CH3:33])([CH2:26][CH2:27][C:28]=32)[C@@H:18]([C@H:19]([CH3:24])[CH2:20]CCO)[CH2:17][CH:16]=4)[C:10]1([CH3:35])[CH3:34])(C(C)(C)C)(C)C.[C:36]([O:39][C:40](=O)[CH3:41])(=[O:38])[CH3:37]>N1C=CC=CC=1>[CH3:35][C:10]1([CH3:34])[C@@H:9]([OH:8])[CH2:31][CH2:30][C@@:29]2([CH3:32])[C@H:11]1[CH2:12][CH2:13][C:14]1[C:15]3[C@:25]([CH3:33])([CH2:26][CH2:27][C:28]=12)[C@@H:18]([C@H:19]([CH3:24])[CH2:20][CH2:41][CH2:40][O:39][C:36](=[O:38])[CH3:37])[CH2:17][CH:16]=3. Procedure details: 3β-tert-Butyldimethylsilyloxy-4,4-dimethyl-5α-chola-8,14-dien-24-ol (150 mg) is acetylated in a mixture of 2 ml of pyridine and 1 ml of acetic anhydride. The tert-butyldimethylsilyl protecting group is split of by treatment with tetra-butylammonium fluoride hydrate according to the procedure outlined in example 2. After column chromatography and crystallisation from acetone/water, the title compound (36 mg) is obtained. 1H-NMR (CDCl3, 300 MHz): δ=5.35 (1H, s); 4.05 (2H, m); 3.23 (1H, m); 2.04 (3... Starting materials: CCO, N#CCc1ccc(Cl)c(Cl)c1, Cl, Cl, C1CCNC1. Product: N#CC(CN1CCCC1)c1ccc(Cl)c(Cl)c1. As a reaction SMILES: [CH3:19][CH2:20][OH:21].[Cl:1][c:2]1[cH:3][c:4]([CH2:9][C:10]#[N:11])[cH:5][cH:6][c:7]1[Cl:8].[ClH:12].[ClH:18].[NH:13]1[CH2:14][CH2:15][CH2:16][CH2:17]1>>[Cl:1][c:2]1[cH:3][c:4]([CH:9]([C:10]#[N:11])[CH2:19][N:13]2[CH2:14][CH2:15][CH2:16][CH2:17]2)[cH:5][cH:6][c:7]1[Cl:8].